The task is: describe an organic reaction: reactants, conditions, products, and yield. This data is from the Open Reaction Database (ORD), a public repository of structured organic reaction records. Solvent: CO (methanol). The yield is 11.0%. Product: C1(CCCC1)COC1=CC(=C(C(=O)NS(=O)(=O)N2CC(C2)OC)C=C1C1CC1)F (4-(cyclopentylmethoxy)-5-cyclopropyl-2-fluoro-N-((3-methoxyazetidin-1-yl)sulfonyl)benzamide), solid. Procedure: Following the procedure as described in Example 299 Step 2 and making variations as required to replace 4-(adamantan-1-ylmethoxy)-2-fluoro-5-iodobenzoic acid with 4-(cyclopentylmethoxy)-5-cyclopropyl-2-fluorobenzoic acid and azetidine-1-sulfonamide with 3-methoxyazetidine-1-sulfonamide, the title compound was obtained as a colorless solid (0.04 g, 11%) after trituration in methanol: 1H NMR (300 MHz, DMSO-d6) δ 11.70 (br s, 1H), 7.12 (d, J=8.3 Hz, 1H), 6.96 (d, J=13.0 Hz, 1H), 4.24-4.11 (m, 3H), ... Starting materials: N1(CCC1)S(=O)(=O)N (azetidine-1-sulfonamide), C12(CC3CC(CC(C1)C3)C2)COC2=CC(=C(C(=O)O)C=C2I)F (4-(adamantan-1-ylmethoxy)-2-fluoro-5-iodobenzoic acid), C1(CCCC1)COC1=CC(=C(C(=O)O)C=C1C1CC1)F (4-(cyclopentylmethoxy)-5-cyclopropyl-2-fluorobenzoic acid), COC1CN(C1)S(=O)(=O)N (3-methoxyazetidine-1-sulfonamide). RXN SMILES: C12(COC3C(I)=CC(C(O)=O)=C(F)C=3)CC3CC(CC(C3)C1)C2.[CH:24]1([CH2:29][O:30][C:31]2[C:39]([CH:40]3[CH2:42][CH2:41]3)=[CH:38][C:34]([C:35]([OH:37])=O)=[C:33]([F:43])[CH:32]=2)[CH2:28][CH2:27][CH2:26][CH2:25]1.N1(S(N)(=O)=O)CCC1.[CH3:52][O:53][CH:54]1[CH2:57][N:56]([S:58]([NH2:61])(=[O:60])=[O:59])[CH2:55]1>CO>[CH:24]1([CH2:29][O:30][C:31]2[C:39]([CH:40]3[CH2:42][CH2:41]3)=[CH:38][C:34]([C:35]([NH:61][S:58]([N:56]3[CH2:57][CH:54]([O:53][CH3:52])[CH2:55]3)(=[O:60])=[O:59])=[O:37])=[C:33]([F:43])[CH:32]=2)[CH2:25][CH2:26][CH2:27][CH2:28]1. Starting materials: O=C1C2=C(OC(=C1)C(=O)[O-])C(=C1CCCCC1=C2)CCC.[Na+] (sodium 6,7,8,9-tetrahydro-4-oxo-10-propyl-4H-naphtho[2,3-b]pyran-2-carboxylate), Cl (hydrochloric acid). The solvent is O (water). The product is O=C1C2=C(OC(=C1)C(=O)O)C(=C1CCCCC1=C2)CCC (6,7,8,9-Tetrahydro-4-oxo-10-propyl-4H-naphtho[2,3-b]pyran-2-carboxylic acid). The yield is 86.1%. RXN SMILES: [O:1]=[C:2]1[CH:7]=[C:6]([C:8]([O-:10])=[O:9])[O:5][C:4]2[C:11]([CH2:19][CH2:20][CH3:21])=[C:12]3[C:17](=[CH:18][C:3]1=2)[CH2:16][CH2:15][CH2:14][CH2:13]3.[Na+].Cl>O>[O:1]=[C:2]1[CH:7]=[C:6]([C:8]([OH:10])=[O:9])[O:5][C:4]2[C:11]([CH2:19][CH2:20][CH3:21])=[C:12]3[C:17](=[CH:18][C:3]1=2)[CH2:16][CH2:15][CH2:14][CH2:13]3 |f:0.1|. Procedure details: A solution of the product of step (e) (0.3 g), in water (25 ml) was acidified with 2 N hydrochloric acid. The precipitated organic acid was filtered off washed with water and dried to give the title compound as a white solid, (0.24 g), mp 245°-8°.